Dataset: the Open Reaction Database (ORD), a public repository of structured organic reaction records. Task: describe an organic reaction: reactants, conditions, products, and yield Reactants: ClC=1N=C(C2=CC=C(C=C2C1)S(=O)(=O)NC=1SC=CN1)C1=C(C=C(C=C1)C(F)(F)F)OC (3-chloro-1-(2-methoxy-4-(trifluoromethyl)phenyl)-N-(thiazol-2-yl)isoquinoline-6-sulfonamide), C[O-].[Na+] (sodium methoxide), CO (MeOH), C[O-].[Na+] (sodium methoxide). The solvent is CS(=O)C (DMSO), CCOC(=O)C (EtOAc). Run at temperature 100 celsius. Yields the product COC=1N=C(C2=CC=C(C=C2C1)S(=O)(=O)NC=1SC=CN1)C1=C(C=C(C=C1)C(F)(F)F)OC (3-methoxy-1-(2-methoxy-4-(trifluoromethyl)phenyl)-N-(thiazol-2-yl)isoquinoline-6-sulfonamide). Yield: 65.3%. RXN SMILES: Cl[C:2]1[N:3]=[C:4]([C:21]2[CH:26]=[CH:25][C:24]([C:27]([F:30])([F:29])[F:28])=[CH:23][C:22]=2[O:31][CH3:32])[C:5]2[C:10]([CH:11]=1)=[CH:9][C:8]([S:12]([NH:15][C:16]1[S:17][CH:18]=[CH:19][N:20]=1)(=[O:14])=[O:13])=[CH:7][CH:6]=2.[CH3:33][O-:34].[Na+].CO>CS(C)=O.CCOC(C)=O>[CH3:33][O:34][C:2]1[N:3]=[C:4]([C:21]2[CH:26]=[CH:25][C:24]([C:27]([F:30])([F:29])[F:28])=[CH:23][C:22]=2[O:31][CH3:32])[C:5]2[C:10]([CH:11]=1)=[CH:9][C:8]([S:12]([NH:15][C:16]1[S:17][CH:18]=[CH:19][N:20]=1)(=[O:14])=[O:13])=[CH:7][CH:6]=2 |f:1.2|. Procedure: A vial was charged with 3-chloro-1-(2-methoxy-4-(trifluoromethyl)phenyl)-N-(thiazol-2-yl)isoquinoline-6-sulfonamide (Example 249) (35.79 mg, 0.072 mmol), sodium methoxide (25.1 mg, 0.465 mmol), and MeOH (477 μl). The vial was sealed and heated in a 100° C. heating bath for 1 h. The mixture was diluted with DMSO (0.5 mL) to solubilize the solids, and an additional portion of sodium methoxide (25.1 mg, 0.465 mmol) was added. The vial was sealed and heated to 120° C. for 1.5 h. The mixture was cool... Starting materials: ClCC1=CC=C(C=C1)NC(=O)C=1CCOC2=C(C1)C=C(C=C2)C2=CC=C(C=C2)C (N-(4-chloromethylphenyl)-7-(4-methylphenyl)-2,3-dihydro-1-benzoxepine-4-carboxamide), CN1CCCCC1 (1-methylpiperidine). Run in CN(C=O)C (dimethylformamide). Yields the product [Cl-].CC1=CC=C(C=C1)C=1C=CC2=C(C=C(CCO2)C(=O)NC2=CC=C(C[N+]3(CCCCC3)C)C=C2)C1 (1-(N-(7-(4-methylphenyl)-2,3-dihydro-1-benzoxepin-4-carbonyl)-4-aminobenzyl)-1-methylpiperidinium chloride). RXN SMILES: [Cl:1][CH2:2][C:3]1[CH:8]=[CH:7][C:6]([NH:9][C:10]([C:12]2[CH2:13][CH2:14][O:15][C:16]3[CH:22]=[CH:21][C:20]([C:23]4[CH:28]=[CH:27][C:26]([CH3:29])=[CH:25][CH:24]=4)=[CH:19][C:17]=3[CH:18]=2)=[O:11])=[CH:5][CH:4]=1.[CH3:30][N:31]1[CH2:36][CH2:35][CH2:34][CH2:33][CH2:32]1>CN(C)C=O>[Cl-:1].[CH3:29][C:26]1[CH:25]=[CH:24][C:23]([C:20]2[CH:21]=[CH:22][C:16]3[O:15][CH2:14][CH2:13][C:12]([C:10]([NH:9][C:6]4[CH:5]=[CH:4][C:3]([CH2:2][N+:31]5([CH3:30])[CH2:36][CH2:35][CH2:34][CH2:33][CH2:32]5)=[CH:8][CH:7]=4)=[O:11])=[CH:18][C:17]=3[CH:19]=2)=[CH:28][CH:27]=1 |f:3.4|. Procedure details: A solution of N-(4-chloromethylphenyl)-7-(4-methylphenyl)-2,3-dihydro-1-benzoxepine-4-carboxamide (0.15g) and 1-methylpiperidine (0.14ml) in dimethylformamide (15ml) was stirred at room temperature over night. The solvent was evaporated, and to the residue was added ethyl acetate. Precipitated crude crystal was filtered, which were recrystallized from ethanol-diethylether to give 1-(N-(7-(4-methylphenyl)-2,3-dihydro-1-benzoxepin-4-carbonyl)-4-aminobenzyl)-1-methylpiperidinium chloride (Compound ...